Dataset: the Open Reaction Database (ORD), a public repository of structured organic reaction records. Task: describe an organic reaction: reactants, conditions, products, and yield The reactants are O1C(CCCC1)OC=1C=C(C2=C(C=CO2)C1)C=O (5-(tetrahydropyran-2-yloxy)benzofuran-7-carboxaldehyde), C(C)(C)(C)O (tert-butanol), [C-]#N.[Li+].O1CCCC1 (lithium cyanide tetrahydrofuran), C(#N)P(OCC)(OCC)=O (diethyl cyanophosphonate). Run in O1CCCC1 (tetrahydrofuran), O1CCCC1 (tetrahydrofuran). Reaction conditions: time 20 minute. The product is O1C(CCCC1)OC=1C=C(C2=C(C=CO2)C1)CC#N ([5-(tetrahydropyran-2-yloxy)benzofur-7-yl]acetonitrile). RXN SMILES: [O:1]1[CH2:6][CH2:5][CH2:4][CH2:3][CH:2]1[O:7][C:8]1[CH:9]=[C:10]([CH:17]=O)[C:11]2[O:15][CH:14]=[CH:13][C:12]=2[CH:16]=1.[C-]#N.[Li+].O1CCCC1.[C:27](P(=O)(OCC)OCC)#[N:28].C(O)(C)(C)C>O1CCCC1>[O:1]1[CH2:6][CH2:5][CH2:4][CH2:3][CH:2]1[O:7][C:8]1[CH:9]=[C:10]([CH2:17][C:27]#[N:28])[C:11]2[O:15][CH:14]=[CH:13][C:12]=2[CH:16]=1 |f:1.2.3|. Procedure: Combine 5-(tetrahydropyran-2-yloxy)benzofuran-7-carboxaldehyde (3.75 g, 0.015 mol) with lithium cyanide-tetrahydrofuran (1:1.5 complex, 0.215 g, 0.1 equivalent) in tetrahydrofuran (80 mL) under nitrogen. Add diethyl cyanophosphonate (3.0 mL, 1.3 equivalents) and stir at 20° C. for 2 days. Add tert-butanol (1.6 mL, 1.1 equivalents) then SmI2 in tetrahydrofuran (0.1 M solution, approximately 400 mL). Concentrate the solution in vacuo then redissolve in a solution of ethyl acetate:diethyl ether (ap...